From a dataset of the Open Reaction Database (ORD), a public repository of structured organic reaction records. describe an organic reaction: reactants, conditions, products, and yield Starting materials: COC(=O)C(C)Br, O=C([O-])[O-], CCC(C)=O, [K+], [K+], CCc1ccc(CN2CCOCC2)c(O)c1. Product: CCc1ccc(CN2CCOCC2)c(OC(C)C(=O)OC)c1. As a reaction SMILES: [Br:17][CH:18]([C:19](=[O:20])[O:21][CH3:22])[CH3:23].[C:24](=[O:25])([O-:26])[O-:27].[CH3:30][C:31]([CH2:32][CH3:33])=[O:34].[K+:28].[K+:29].[O:1]1[CH2:2][CH2:3][N:4]([CH2:7][c:8]2[c:9]([OH:16])[cH:10][c:11]([CH2:14][CH3:15])[cH:12][cH:13]2)[CH2:5][CH2:6]1>>[O:1]1[CH2:2][CH2:3][N:4]([CH2:7][c:8]2[c:9]([O:16][CH:18]([C:19](=[O:20])[O:21][CH3:22])[CH3:23])[cH:10][c:11]([CH2:14][CH3:15])[cH:12][cH:13]2)[CH2:5][CH2:6]1. Reactants: ClCCC(=O)C1=CC=C(C=C1)Cl (3-chloro-4′-chloropropiophenone), N1CCC(CC1)CNC(=O)N1C(N(C2=C1C=CC=C2)C(C)C)=O (3-isopropyl-2-oxo-2,3-dihydro-benzimidazole-1-carboxylic acid (piperidin-4-ylmethyl)-amide). The product is N1CCC(CC1)CNC(=O)N1C(N(C2=C1C=CC=C2)C2CC2)=O (3-cyclopropyl-2-oxo-2,3-dihydro-benzimidazole-1-carboxylic acid (piperidin-4-ylmethyl)-amide), ClCCC(=O)C1=CC=CC=C1 (3-chloropropiophenone), title compound. As a reaction SMILES: [NH:1]1[CH2:6][CH2:5][CH:4]([CH2:7][NH:8][C:9]([N:11]2[C:15]3[CH:16]=[CH:17][CH:18]=[CH:19][C:14]=3[N:13]([CH:20]([CH3:22])[CH3:21])[C:12]2=[O:23])=[O:10])[CH2:3][CH2:2]1.[Cl:24][CH2:25][CH2:26][C:27]([C:29]1[CH:34]=[CH:33][C:32](Cl)=[CH:31][CH:30]=1)=[O:28]>>[NH:1]1[CH2:6][CH2:5][CH:4]([CH2:7][NH:8][C:9]([N:11]2[C:15]3[CH:16]=[CH:17][CH:18]=[CH:19][C:14]=3[N:13]([CH:20]3[CH2:21][CH2:22]3)[C:12]2=[O:23])=[O:10])[CH2:3][CH2:2]1.[Cl:24][CH2:25][CH2:26][C:27]([C:29]1[CH:34]=[CH:33][CH:32]=[CH:31][CH:30]=1)=[O:28]. Reported procedure: The procedure given in Example 135 was followed using 3-isopropyl-2-oxo-2,3-dihydro-benzimidazole-1-carboxylic acid (piperidin-4-ylmethyl)-amide and 3-chloro-4′-chloropropiophenone as a reactant, instead of 3-cyclopropyl-2-oxo-2,3-dihydro-benzimidazole-1-carboxylic acid (piperidin-4-ylmethyl)-amide and 3-chloropropiophenone, to give the title compound. Reactants: C(CO)Br (Ethylene bromohydrin), C1(=CC=CC=C1)C(CN1CCNCC1)C1=CC=CC=C1 (1-(2,2-diphenylethyl)piperazine), C([O-])([O-])=O.[K+].[K+] (potassium carbonate), CN(C=O)C (N,N-dimethylformamide). The solvent is O (water). Yields the product C1(=CC=CC=C1)C(CN1CCN(CC1)CCO)C1=CC=CC=C1 (4-(2,2-diphenylethyl)-1-piperazineethanol). As a reaction SMILES: [CH2:1](Br)[CH2:2][OH:3].[C:5]1([CH:11]([C:19]2[CH:24]=[CH:23][CH:22]=[CH:21][CH:20]=2)[CH2:12][N:13]2[CH2:18][CH2:17][NH:16][CH2:15][CH2:14]2)[CH:10]=[CH:9][CH:8]=[CH:7][CH:6]=1.C(=O)([O-])[O-].[K+].[K+].CN(C)C=O>O>[C:19]1([CH:11]([C:5]2[CH:10]=[CH:9][CH:8]=[CH:7][CH:6]=2)[CH2:12][N:13]2[CH2:14][CH2:15][N:16]([CH2:1][CH2:2][OH:3])[CH2:17][CH2:18]2)[CH:20]=[CH:21][CH:22]=[CH:23][CH:24]=1 |f:2.3.4|. Procedure details: Ethylene bromohydrin (4.03 g) was added dropwise to a mixture of 1-(2,2-diphenylethyl)piperazine (4.30 g), potassium carbonate (6.7 g) and N,N-dimethylformamide (20 ml) with stirring. The mixture was stirred at room temperature overnight, diluted with water and extracted with ethyl acetate. The organic layer was washed with saturated aqueous sodium chloride and dried over Na2SO4. The solvent was then distilled off and the residue was subjected to silica gel chromatography. Elution with ethyl eth... Reactants: 13.6, BrCC(=O)C1=C(C=C(C=C1)Cl)Cl (2-bromo-1-(2,4-dichlorophenyl)-1-ethanone), ClC1=C(C=CC(=C1)Cl)CCC(C)(O)O (1-[2-(2,4-dichlorophenyl)ethyl]ethanediol), CC1=CC=C(C=C1)S(=O)(=O)O (4-methylbenzenesulfonic acid), C(CCC)O (butanol). Procedure details: A mixture of 13.6 parts of 2-bromo-1-(2,4-dichlorophenyl)-1-ethanone, 14.1 parts of 1-[2-(2,4-dichlorophenyl)ethyl]ethanediol, 3 parts of 4-methylbenzenesulfonic acid, 80 parts of butanol and 180 parts of benzene is stirred and refluxed for 24 hours. The reaction mixture is evaporated and the residue is stirred for 2 hours with 160 parts of methanol. The precipitated product is filtered off, yielding 2-(bromomethyl)-2-(2,4-dichlorophenyl)-4-[2-(2,4-dichlorophenyl)ethyl]-1,3-dioxolane. The product is BrCC1(OCC(O1)CCC1=C(C=C(C=C1)Cl)Cl)C1=C(C=C(C=C1)Cl)Cl (2-(bromomethyl)-2-(2,4-dichlorophenyl)-4-[2-(2,4-dichlorophenyl)ethyl]-1,3-dioxolane). Solvent: C1=CC=CC=C1 (benzene). As a reaction SMILES: [Br:1][CH2:2][C:3]([C:5]1[CH:10]=[CH:9][C:8]([Cl:11])=[CH:7][C:6]=1[Cl:12])=[O:4].[Cl:13][C:14]1[CH:19]=[C:18]([Cl:20])[CH:17]=[CH:16][C:15]=1[CH2:21][CH2:22][C:23](O)([OH:25])[CH3:24].CC1C=CC(S(O)(=O)=O)=CC=1.C(O)CCC>C1C=CC=CC=1>[Br:1][CH2:2][C:3]1([C:5]2[CH:10]=[CH:9][C:8]([Cl:11])=[CH:7][C:6]=2[Cl:12])[O:25][CH:23]([CH2:22][CH2:21][C:15]2[CH:16]=[CH:17][C:18]([Cl:20])=[CH:19][C:14]=2[Cl:13])[CH2:24][O:4]1.